Dataset: the Open Reaction Database (ORD), a public repository of structured organic reaction records. Task: describe an organic reaction: reactants, conditions, products, and yield The reactants are [H-].[H-].[H-].[H-].[Li+].[Al+3] (LiAlH4), NC1=C(SC=2N=C(C=C(C21)C(=O)OCC)C)C(N)=O (ethyl 3-amino-2-carbamoyl-6-methyl-thieno[2,3-b]pyridine-4-carboxylate). Run in C1CCOC1 (THF), C1CCOC1 (THF). Reaction conditions: time 5 hour. Yields the product NC1=C(SC2=NC(=CC(=C21)CO)C)C(=O)N (3-amino-4-hydroxymethyl-6-methyl-thieno[2,3-b]pyridine-2-carboxamide). The yield is 73.7%. Reaction SMILES: [H-].[H-].[H-].[H-].[Li+].[Al+3].[NH2:7][C:8]1[C:16]2[C:15]([C:17](OCC)=[O:18])=[CH:14][C:13]([CH3:22])=[N:12][C:11]=2[S:10][C:9]=1[C:23](=[O:25])[NH2:24]>C1COCC1>[NH2:7][C:8]1[C:16]2[C:11](=[N:12][C:13]([CH3:22])=[CH:14][C:15]=2[CH2:17][OH:18])[S:10][C:9]=1[C:23]([NH2:24])=[O:25] |f:0.1.2.3.4.5|. Procedure details: To a suspension of LiAlH4 (22 g, 0.57 mol) in anhydrous THF (250 mL) was added a solution of ethyl 3-amino-2-carbamoyl-6-methyl-thieno[2,3-b]pyridine-4-carboxylate (40 g, 143 mmol) in anhydrous THF (250 mL) at −40° C. dropwise. The reaction was then allowed to warm to room temperature and the mixture was heated to reflux and stirred for 5 h. After cooling to room temperature, the reaction was quenched by aqueous NaOH (2N, 22 mL) at 0° C., filtered through Celite and washed with THF (50 mL×5). Th...